Dataset: the Open Reaction Database (ORD), a public repository of structured organic reaction records. Task: describe an organic reaction: reactants, conditions, products, and yield Reactants: CN(C)C=O, Cl, CC(=O)c1nn(C)c(-c2ccc(C(F)(F)F)cc2)c1O, NNC(=S)Nc1ccc(C(=O)O)cc1, O. Product: CC(=NNC(=S)Nc1ccc(C(=O)O)cc1)c1nn(C)c(-c2ccc(C(F)(F)F)cc2)c1O. As a reaction SMILES: [CH3:35][N:36]([CH3:37])[CH:38]=[O:39].[ClH:40].[F:1][C:2]([c:3]1[cH:4][cH:5][c:6](-[c:9]2[c:10]([OH:18])[c:11]([C:15]([CH3:16])=[O:17])[n:12][n:13]2[CH3:14])[cH:7][cH:8]1)([F:19])[F:20].[NH:21]([NH2:22])[C:23](=[S:24])[NH:25][c:26]1[cH:27][cH:28][c:29]([C:30](=[O:31])[OH:32])[cH:33][cH:34]1.[OH2:41]>>[F:1][C:2]([c:3]1[cH:4][cH:5][c:6](-[c:9]2[c:10]([OH:18])[c:11]([C:15]([CH3:16])=[N:22][NH:21][C:23](=[S:24])[NH:25][c:26]3[cH:27][cH:28][c:29]([C:30](=[O:31])[OH:32])[cH:33][cH:34]3)[n:12][n:13]2[CH3:14])[cH:7][cH:8]1)([F:19])[F:20]. Reactants: ClC(C(=O)OCC)=O (ethyl chloroglyoxylate), C(CCCCCCCCCCCCCCCCC)N (octadecylamine), Cl.NCCC1=CC=C(C=C1)O (tyramine hydrochloride), Cl (hydrochloric acid), ice. The solvent is C(C)N(CC)CC (triethylamine), C(C)#N (actonitrile), C(C)O (ethanol). Conditions: time 1 hour. The product is OC1=CC=C(C=C1)CCNC(=O)C(=O)NCCCCCCCCCCCCCCCCCC (N-[2-(p-hydroxyphenyl)ethyl]-N'-n-octadecyloxamide). Yield: 63.8%. RXN SMILES: Cl.[NH2:2][CH2:3][CH2:4][C:5]1[CH:10]=[CH:9][C:8]([OH:11])=[CH:7][CH:6]=1.Cl[C:13](=[O:19])[C:14]([O:16]CC)=O.Cl.[CH2:21]([NH2:39])[CH2:22][CH2:23][CH2:24][CH2:25][CH2:26][CH2:27][CH2:28][CH2:29][CH2:30][CH2:31][CH2:32][CH2:33][CH2:34][CH2:35][CH2:36][CH2:37][CH3:38]>C(O)C.C(N(CC)CC)C.C(#N)C>[OH:11][C:8]1[CH:9]=[CH:10][C:5]([CH2:4][CH2:3][NH:2][C:13]([C:14]([NH:39][CH2:21][CH2:22][CH2:23][CH2:24][CH2:25][CH2:26][CH2:27][CH2:28][CH2:29][CH2:30][CH2:31][CH2:32][CH2:33][CH2:34][CH2:35][CH2:36][CH2:37][CH3:38])=[O:16])=[O:19])=[CH:6][CH:7]=1 |f:0.1|. Procedure: Into a 100-ml flask equipped with a stirrer were charged 5.2 g of tyramine hydrochloride and 40 ml of actonitrile, and 7.6 g of triethylamine was added under ice-cooling. Then, 4.1 g of ethyl chloroglyoxylate was added dropwise over a period of 30 minutes, and the resulting mixture was stirred at the same temperature for 1 hour. The reaction mixture was poured into a mixture of 100 ml of diluted hydrochloric acid and 15 g of ice, followed by two times of extraction with ethyl acetate. The combin... RXN SMILES: [Br:1][c:2]1[cH:3][cH:4][cH:5][c:6]2[n:7]1[n:8][c:9]([O:11][CH3:12])[cH:10]2.[CH3:17][CH2:18][OH:19].[CH3:21][C:22](=[O:23])[OH:24].[N:13]([O-:14])=[O:15].[Na+:16].[OH2:20].[Zn:25]>>[Br:1][c:2]1[cH:3][cH:4][cH:5][c:6]2[n:7]1[n:8][c:9]([O:11][CH3:12])[c:10]2[NH2:13]. Product: COc1nn2c(Br)cccc2c1N. Starting materials: COc1cc2cccc(Br)n2n1, CCO, CC(=O)O, O=N[O-], [Na+], O, [Zn].